From a dataset of the Open Reaction Database (ORD), a public repository of structured organic reaction records. describe an organic reaction: reactants, conditions, products, and yield Reactants: Cc1ccc(S(=O)(=O)OCC2Cc3cccc(C=CC(C)(C)C)c3O2)cc1, CC(C)(C)C=Cc1cccc2c1OC(CN=[N+]=[N-])C2, Cl, [N-]=[N+]=[N-], [N-]=[N+]=[N-], [Na+], c1ccc(P(c2ccccc2)c2ccccc2)cc1. The product is CC(C)(C)C=Cc1cccc2c1OC(CN)C2. RXN SMILES: [CH3:1][c:2]1[cH:3][cH:4][c:5]([S:6]([O:7][CH2:8][CH:9]2[CH2:10][c:11]3[cH:12][cH:13][cH:14][c:15]([CH:16]=[CH:17][C:18]([CH3:19])([CH3:20])[CH3:21])[c:22]3[O:23]2)(=[O:24])=[O:25])[cH:26][cH:27]1.[CH3:32][C:33]([CH:34]=[CH:35][c:36]1[cH:37][cH:38][cH:39][c:40]2[c:44]1[O:43][CH:42]([CH2:45][N:46]=[N+:47]=[N-:48])[CH2:41]2)([CH3:49])[CH3:50].[ClH:73].[N-:29]=[N+:30]=[N-:31].[N-:51]=[N+:52]=[N-:53].[Na+:28].[c:54]1([P:55]([c:56]2[cH:57][cH:58][cH:59][cH:60][cH:61]2)[c:62]2[cH:63][cH:64][cH:65][cH:66][cH:67]2)[cH:68][cH:69][cH:70][cH:71][cH:72]1>>[CH3:32][C:33]([CH:34]=[CH:35][c:36]1[cH:37][cH:38][cH:39][c:40]2[c:44]1[O:43][CH:42]([CH2:45][NH2:46])[CH2:41]2)([CH3:49])[CH3:50]. Starting materials: C(C1=CC=CC=C1)OC=1C=C(C2=C(NC(CO2)=O)C1)C(CNC(CCN1C(OC(C2=C1C=C(C=C2)F)(CC)CC)=O)(C)C)O (1-{3-[2-(6-benzyloxy-3-oxo-3,4-dihydro-2H-benzo[1,4]oxazin-8-yl)-2-hydroxy-ethylamino]-3-methyl-butyl}-4,4-diethyl-7-fluoro-1,4-dihydro-benzo[d][1,3]oxazin-2-one), Cl (hydrochloride). Yields the product C(C)C1(C2=C(N(C(O1)=O)CCC(C)(C)NCC(C1=CC(=CC=3NC(COC31)=O)O)O)C=C(C=C2)F)CC (4,4-diethyl-7-fluoro-1-{3-[2-hydroxy-2-(6-hydroxy-3-oxo-3,4-dihydro-2H-benzo[1,4]oxazin-8-yl)-ethylamino]-3-methyl-butyl}-1,4-dihydro-benzo[d][1,3]oxazin-2-one). RXN SMILES: C([O:8][C:9]1[CH:10]=[C:11]([CH:20]([OH:44])[CH2:21][NH:22][C:23]([CH3:43])([CH3:42])[CH2:24][CH2:25][N:26]2[C:31]3[CH:32]=[C:33]([F:36])[CH:34]=[CH:35][C:30]=3[C:29]([CH2:39][CH3:40])([CH2:37][CH3:38])[O:28][C:27]2=[O:41])[C:12]2[O:17][CH2:16][C:15](=[O:18])[NH:14][C:13]=2[CH:19]=1)C1C=CC=CC=1.Cl>>[CH2:39]([C:29]1([CH2:37][CH3:38])[O:28][C:27](=[O:41])[N:26]([CH2:25][CH2:24][C:23]([NH:22][CH2:21][CH:20]([OH:44])[C:11]2[C:12]3[O:17][CH2:16][C:15](=[O:18])[NH:14][C:13]=3[CH:19]=[C:9]([OH:8])[CH:10]=2)([CH3:42])[CH3:43])[C:31]2[CH:32]=[C:33]([F:36])[CH:34]=[CH:35][C:30]1=2)[CH3:40]. Procedure details: The product is prepared analogously to Example 12b starting from 1-{3-[2-(6-benzyloxy-3-oxo-3,4-dihydro-2H-benzo[1,4]oxazin-8-yl)-2-hydroxy-ethylamino]-3-methyl-butyl}-4,4-diethyl-7-fluoro-1,4-dihydro-benzo[d][1,3]oxazin-2-one. Yield: 170 mg (78%; hydrochloride); HPLC-MS: Rt=10.6 min. (method A); ESI-MS: [M+H]+=516. The reactants are BrCC1=CC=C(C=C1)C(C(=O)OC(C)(C)C)C1CCCC1 (tert-butyl(+/−)-2-(4-(bromomethyl)phenyl)-2-cyclopentylacetate), C1(C=2C(C(N1)=O)=CC=CC2)=O.[K] (potassium phthalimide), C1(C=2C(C(N1)=O)=CC=CC2)=O.[K] (potassium phthalimide). The solvent is CN(C)C=O (DMF). Run at temperature 80 celsius, time 8 hour. Product: C1(CCCC1)C(C(=O)OC(C)(C)C)C1=CC=C(C=C1)CN1C(C2=CC=CC=C2C1=O)=O (tert-Butyl cyclopentyl{4-[(1,3-dioxo-1,3-dihydro-2H-isoindol-2-yl)methyl]phenyl}acetate). Reaction SMILES: [C:1]1(=[O:11])[NH:5][C:4](=[O:6])[C:3]2=[CH:7][CH:8]=[CH:9][CH:10]=[C:2]12.[K].Br[CH2:14][C:15]1[CH:20]=[CH:19][C:18]([CH:21]([CH:29]2[CH2:33][CH2:32][CH2:31][CH2:30]2)[C:22]([O:24][C:25]([CH3:28])([CH3:27])[CH3:26])=[O:23])=[CH:17][CH:16]=1>CN(C=O)C>[CH:29]1([CH:21]([C:18]2[CH:19]=[CH:20][C:15]([CH2:14][N:5]3[C:1](=[O:11])[C:2]4[C:3](=[CH:7][CH:8]=[CH:9][CH:10]=4)[C:4]3=[O:6])=[CH:16][CH:17]=2)[C:22]([O:24][C:25]([CH3:26])([CH3:28])[CH3:27])=[O:23])[CH2:33][CH2:32][CH2:31][CH2:30]1 |f:0.1,^1:11|. Procedure: Under argon, 6.49 g (35 mmol) of potassium phthalimide were initially charged in 60 ml of DMF, 15 g (31.8 mmol) of tert-butyl(+/−)-2-(4-(bromomethyl)phenyl)-2-cyclopentylacetate were added and the mixture was stirred at 80° C. overnight. A further 0.5 equivalent of potassium phthalimide was then added, and the mixture was stirred at 80° C. for another 6 h. The reaction mixture was then filtered, and the filtrate was concentrated under reduced pressure. The residue was triturated with ethanol and... Starting materials: CCO, CCOC(=O)Cc1ccc(C(=O)c2ccc([N+](=O)[O-])cc2)n1C, [Na+], [OH-]. Product: Cn1c(CC(=O)O)ccc1C(=O)c1ccc([N+](=O)[O-])cc1. As a reaction SMILES: [CH3:26][CH2:27][OH:28].[N+:1](=[O:2])([O-:3])[c:4]1[cH:5][cH:6][c:7]([C:8](=[O:9])[c:10]2[cH:11][cH:12][c:13]([CH2:16][C:17](=[O:18])[O:19][CH2:20][CH3:21])[n:14]2[CH3:15])[cH:22][cH:23]1.[Na+:25].[OH-:24]>>[N+:1](=[O:2])([O-:3])[c:4]1[cH:5][cH:6][c:7]([C:8](=[O:9])[c:10]2[cH:11][cH:12][c:13]([CH2:16][C:17](=[O:18])[OH:19])[n:14]2[CH3:15])[cH:22][cH:23]1.